Dataset: the Open Reaction Database (ORD), a public repository of structured organic reaction records. Task: describe an organic reaction: reactants, conditions, products, and yield The reactants are [Al+3], COCNC(=O)C(Cc1ccc(-c2ccccc2)cc1)NC(=O)OC(C)(C)C, C1CCOC1, [H-], [H-], [H-], [H-], [Li+]. The product is CC(C)(C)OC(=O)NC(C=O)Cc1ccc(-c2ccccc2)cc1. RXN SMILES: [Al+3:30].[C:1]([CH3:2])([CH3:3])([CH3:4])[O:5][C:6]([NH:7][CH:8]([CH2:9][c:10]1[cH:11][cH:12][c:13](-[c:16]2[cH:17][cH:18][cH:19][cH:20][cH:21]2)[cH:14][cH:15]1)[C:22]([NH:23][CH2:24][O:25][CH3:26])=[O:27])=[O:28].[CH2:35]1[O:36][CH2:37][CH2:38][CH2:39]1.[H-:29].[H-:32].[H-:33].[H-:34].[Li+:31]>>[C:1]([CH3:2])([CH3:3])([CH3:4])[O:5][C:6]([NH:7][CH:8]([CH2:9][c:10]1[cH:11][cH:12][c:13](-[c:16]2[cH:17][cH:18][cH:19][cH:20][cH:21]2)[cH:14][cH:15]1)[CH:22]=[O:27])=[O:28]. Starting materials: BrC1=CC=2N(C=C1)C(=CN2)C(=O)NC=2C=C(C(=O)O)C=CC2F (3-(7-Bromoimidazo[1,2-a]pyridine-3-carboxamido)-4-fluorobenzoic acid), BrC1=CC=2N(C=C1)C(=CN2)C(=O)NC=2C=C(C(=O)O)C=CC2F (3-(7-Bromoimidazo[1,2-a]pyridine-3-carboxamido)-4-fluorobenzoic acid), S(=O)(Cl)Cl (thionyl chloride), NC=1C=C(C(=O)NCC2=CC(=C(C=C2)F)F)C=CC1F (3-Amino-N-(3,4-difluorobenzyl)-4-fluorobenzamide), N1=CC=CC=C1 (pyridine). The solvent is CO (MeOH), CCOC(=O)C (EtOAc). Conditions: time 1 hour. The product is BrC1=CC=2N(C=C1)C(=CN2)C(=O)NC2=C(C=CC(=C2)C(NCC2=CC(=C(C=C2)F)F)=O)F (7-Bromo-N-(5-(3,4-difluorobenzylcarbamoyl)-2-fluorophenyl)imidazo[1,2-a]pyridine-3-carboxamide). As a reaction SMILES: [Br:1][C:2]1[CH:7]=[CH:6][N:5]2[C:8]([C:11]([NH:13][C:14]3[CH:15]=[C:16]([CH:20]=[CH:21][C:22]=3[F:23])[C:17](O)=[O:18])=[O:12])=[CH:9][N:10]=[C:4]2[CH:3]=1.S(Cl)(Cl)=O.NC1C=C(C=CC=1F)C([NH:34][CH2:35][C:36]1[CH:41]=[CH:40][C:39]([F:42])=[C:38]([F:43])[CH:37]=1)=O.N1C=CC=CC=1>CO.CCOC(C)=O>[Br:1][C:2]1[CH:7]=[CH:6][N:5]2[C:8]([C:11]([NH:13][C:14]3[CH:15]=[C:16]([C:17](=[O:18])[NH:34][CH2:35][C:36]4[CH:41]=[CH:40][C:39]([F:42])=[C:38]([F:43])[CH:37]=4)[CH:20]=[CH:21][C:22]=3[F:23])=[O:12])=[CH:9][N:10]=[C:4]2[CH:3]=1. Reported procedure: A mixture comprising 7-bromoimidazo[1,2-a]pyridine-3-carboxylic acid (Intermediate 1A step 3) (1.4 g, 5.81 mmol) and thionyl chloride (8.48 ml, 116 mmol) was heated at 100° C. for 1.5 hrs. The mixture was concentrated in vacuo. 3-Amino-N-(3,4-difluorobenzyl)-4-fluorobenzamide (step 1) (1.4 g, 5.00 mmol) and pyridine (16.65 ml) was added and the resulting suspension was stirred at RT for 1 hour. EtOAc and MeOH were added and the mixture was filtered. The white solid was dried to afford the title ... Starting materials: C(C)OC(=O)C=1C(=C2C(=C(N1)C#N)N(C(=C2Br)Br)CC2=CC=CC=C2)O (1-benzyl-2,3-dibromo-7-cyano-4-hydroxy-1H-pyrrolo[2,3-c]pyridine-5-carboxylic acid ethyl ester), C(=O)[O-].[NH4+] (ammonium formate). The reagents and catalysts are [Pd] (Pd/C). Yields the product C(C)OC(=O)C=1C(=C2C(=C(N1)C#N)N(C=C2)CC2=CC=CC=C2)O (1-Benzyl-7-cyano-4-hydroxy-1H-pyrrolo[2,3-c]pyridine-5-carboxylic acid ethyl ester). RXN SMILES: [CH2:1]([O:3][C:4]([C:6]1[C:7]([OH:26])=[C:8]2[C:16](Br)=[C:15](Br)[N:14]([CH2:19][C:20]3[CH:25]=[CH:24][CH:23]=[CH:22][CH:21]=3)[C:9]2=[C:10]([C:12]#[N:13])[N:11]=1)=[O:5])[CH3:2].C([O-])=O.[NH4+]>[Pd]>[CH2:1]([O:3][C:4]([C:6]1[C:7]([OH:26])=[C:8]2[CH:16]=[CH:15][N:14]([CH2:19][C:20]3[CH:21]=[CH:22][CH:23]=[CH:24][CH:25]=3)[C:9]2=[C:10]([C:12]#[N:13])[N:11]=1)=[O:5])[CH3:2] |f:1.2|. Reported procedure: Prepared in analogy to that of Example 6(a) from 1-benzyl-2,3-dibromo-7-cyano-4-hydroxy-1H-pyrrolo[2,3-c]pyridine-5-carboxylic acid ethyl ester, ammonium formate and Pd/C. The title compound, ESI MS (m/z): 322 (M+H)+. The reactants are N1(CCC1)C=1C=CC(=NC1)OC=1C=C(C=C2CCN(CC2)C(=O)OC(C)(C)C)C=CC1 (tert-butyl 4-(3-(5-(azetidin-1-yl)pyridin-2-yloxy)benzylidene)piperidine-1-carboxylate), C(=O)(C(F)(F)F)O (TFA). The solvent is C(Cl)Cl (CH2Cl2). Reaction conditions: time 1 hour. Yields the product N1(CCC1)C=1C=CC(=NC1)OC1=CC(=CC=C1)C=C1CCNCC1 (5-(Azetidin-1-yl)-2-(3-(piperidin-4-ylidenemethyl)phenoxy)pyridine). Isolated yield 952.8%. Reaction SMILES: [N:1]1([C:5]2[CH:6]=[CH:7][C:8]([O:11][C:12]3[CH:13]=[C:14]([CH:29]=[CH:30][CH:31]=3)[CH:15]=[C:16]3[CH2:21][CH2:20][N:19](C(OC(C)(C)C)=O)[CH2:18][CH2:17]3)=[N:9][CH:10]=2)[CH2:4][CH2:3][CH2:2]1.C(O)(C(F)(F)F)=O>C(Cl)Cl>[N:1]1([C:5]2[CH:6]=[CH:7][C:8]([O:11][C:12]3[CH:31]=[CH:30][CH:29]=[C:14]([CH:15]=[C:16]4[CH2:17][CH2:18][NH:19][CH2:20][CH2:21]4)[CH:13]=3)=[N:9][CH:10]=2)[CH2:2][CH2:3][CH2:4]1. Procedure details: To a solution of tert-butyl 4-(3-(5-(azetidin-1-yl)pyridin-2-yloxy)benzylidene)piperidine-1-carboxylate (0.135 g, 0.32 mmol) in CH2Cl2 (5 mL) cooled to 0° C. under a N2 atmosphere was added TFA (0.24 mL, 3.2 mmol). The resulting mixture was stirred for 1 h at RT. The solution was concentrated and then quenched with saturated NaHCO3 solution. The mixture was extracted with CH2Cl2. The organic layer was dried over Na2SO4 and concentrated under reduced pressure to give the title compound (0.98 g, 9... The reactants are CC(C)(C)OC(=O)N1CCNCC1, COCCNCCOC, O=C(Cl)CCl. Yields the product COCCN(CCOC)C(=O)CN1CCNCC1. Reaction SMILES: [C:1]([O:2][C:6](=[O:3])[N:8]1[CH2:9][CH2:10][NH:11][CH2:12][CH2:13]1)([CH3:4])([CH3:5])[CH3:7].[CH3:19][O:20][CH2:21][CH2:22][NH:23][CH2:24][CH2:25][O:26][CH3:27].[Cl:14][CH2:15][C:16](=[O:17])[Cl:18]>>[CH2:6]([N:8]1[CH2:9][CH2:10][NH:11][CH2:12][CH2:13]1)[C:16](=[O:17])[N:23]([CH2:22][CH2:21][O:20][CH3:19])[CH2:24][CH2:25][O:26][CH3:27]. Reactants: [Br-], [C-]#N, C=CCOC(=O)c1c(Cl)nc(S(C)(=O)=O)nc1OCCC1CCN(C(=O)OC(C)(C)C)CC1, CCCC[N+](CCCC)(CCCC)CCCC, ClCCl, [Na+], O. Yields the product C=CCOC(=O)c1c(Cl)nc(C#N)nc1OCCC1CCN(C(=O)OC(C)(C)C)CC1. As a reaction SMILES: [Br-:40].[C-:34]#[N:35].[CH2:1]([CH:2]=[CH2:3])[O:4][C:5](=[O:6])[c:7]1[c:8]([O:18][CH2:19][CH2:20][CH:21]2[CH2:22][CH2:23][N:24]([C:27](=[O:28])[O:29][C:30]([CH3:31])([CH3:32])[CH3:33])[CH2:25][CH2:26]2)[n:9][c:10]([S:14]([CH3:15])(=[O:16])=[O:17])[n:11][c:12]1[Cl:13].[CH2:41]([N+:42]([CH2:43][CH2:44][CH2:45][CH3:46])([CH2:47][CH2:48][CH2:49][CH3:50])[CH2:51][CH2:52][CH2:53][CH3:54])[CH2:55][CH2:56][CH3:57].[Cl:37][CH2:38][Cl:39].[Na+:36].[OH2:58]>>[CH2:1]([CH:2]=[CH2:3])[O:4][C:5](=[O:6])[c:7]1[c:8]([O:18][CH2:19][CH2:20][CH:21]2[CH2:22][CH2:23][N:24]([C:27](=[O:28])[O:29][C:30]([CH3:31])([CH3:32])[CH3:33])[CH2:25][CH2:26]2)[n:9][c:10]([C:34]#[N:35])[n:11][c:12]1[Cl:13]. Reactants: CNC1CCC2(C3CCC45C(C3CC=C2C1)CCC5C(N(C4)C)C)C (Methyl-(2,3,11a-trimethyl-2,3,3a,4,5,5a,5b,6,8,9,10,11,11a,11b,12,13-hexadecahydro-1H-2-aza-pentaleno[1,6a-a]phenanthren-9-yl)amine), C(C)(=O)N[C@H](C)C(=O)O (N-acetyl-D-alanine), Cl.CN(CCCN=C=NCC)C (1-[3-(dimethylamino)propyl]-3-ethylcarbodiimide hydrochloride), ON1N=NC2=C1C=CC=C2 (1-hydroxybenzotriazole). The solvent is C1CCOC1 (THF), ClCCl (dichloromethane). Run at time 8 hour. Product: C(C)(=O)NC(C(=O)N(C1CCC2(C3CCC45C(C3CC=C2C1)CCC5C(N(C4)C)C)C)C)C (2-Acetylamino-N-methyl-N-(2,3,11a-trimethyl-2,3,3a,4,5,5a,5b,6,8,9,10,11,11a,11b,12,13-hexadecahydro-1H-2-aza-pentaleno[1,6a-a]phenanthren-9-yl)-propionamide). Isolated yield 64.8%. RXN SMILES: [CH3:1][NH:2][CH:3]1[CH2:16][C:15]2[C:6]([CH3:25])([CH:7]3[CH:12]([CH2:13][CH:14]=2)[CH:11]2[CH2:17][CH2:18][CH:19]4[CH:20]([CH3:24])[N:21]([CH3:23])[CH2:22][C:10]24[CH2:9][CH2:8]3)[CH2:5][CH2:4]1.[C:26]([NH:29][C@@H:30]([C:32]([OH:34])=O)[CH3:31])(=[O:28])[CH3:27].Cl.CN(C)CCCN=C=NCC.ON1C2C=CC=CC=2N=N1>C1COCC1.ClCCl>[C:26]([NH:29][CH:30]([CH3:31])[C:32]([N:2]([CH3:1])[CH:3]1[CH2:16][C:15]2[C:6]([CH3:25])([CH:7]3[CH:12]([CH2:13][CH:14]=2)[CH:11]2[CH2:17][CH2:18][CH:19]4[CH:20]([CH3:24])[N:21]([CH3:23])[CH2:22][C:10]24[CH2:9][CH2:8]3)[CH2:5][CH2:4]1)=[O:34])(=[O:28])[CH3:27] |f:2.3|. Procedure: A mixture of compound 7B (15 mg, 0.044 mmol), N-acetyl-D-alanine (7 mg, 0.053 mmol), 1-[3-(dimethylamino)propyl]-3-ethylcarbodiimide hydrochloride (13 mg, 0.068 mmol), 1-hydroxybenzotriazole (9 mg, 0.068 mmol), dichloromethane (1 mL) and THF (0.5 mL) was stirred at room temperature overnight. The solvent was evaporated under reduced pressure and the residue was dissolved in minimum amount of dichloromethane and purified on silica gel column which was eluted with 0.3% ammonium hydroxide and 3% me...